Task: describe an organic reaction: reactants, conditions, products, and yield. Dataset: the Open Reaction Database (ORD), a public repository of structured organic reaction records Reactants: C(C)(C)N (Isopropylamine), ( 10,400 ), ( ε ), ( 10,000 ), BrC1=NC2=C(N1[C@@H]1[C@@](O)([C@@](O)([C@@H](O1)C)C(C)=O)C(C)=O)C=C(C(=C2)Cl)Cl (2-bromo-5,6-dichloro-1-(5-deoxy-2,3-diacetyl-beta-L-ribofuranosyl)-1H-benzimidazole), C(C)O (ethanol), ( 2,500 ). The solvent is CN(C)C=O (DMF). Run at temperature 80 celsius, time 24 hour. Yields the product C(C)(C)NC1=NC2=C(N1[C@@H]1[C@@H](O)[C@@H](O)[C@@H](O1)C)C=C(C(=C2)Cl)Cl (2-Isopropylamino-5,6-dichloro-1-(5-deoxy-beta-L-ribofuranosyl)-1H-benzimidazole). Reaction SMILES: [CH:1]([NH2:4])([CH3:3])[CH3:2].Br[C:6]1[N:10]([C@H:11]2[O:17][C@@H:16]([CH3:18])[C@:14](C(=O)C)([OH:15])[C@:12]2(C(=O)C)[OH:13])[C:9]2[CH:25]=[C:26]([Cl:30])[C:27]([Cl:29])=[CH:28][C:8]=2[N:7]=1.C(O)C>CN(C=O)C>[CH:1]([NH:4][C:6]1[N:10]([C@H:11]2[O:17][C@@H:16]([CH3:18])[C@H:14]([OH:15])[C@@H:12]2[OH:13])[C:9]2[CH:25]=[C:26]([Cl:30])[C:27]([Cl:29])=[CH:28][C:8]=2[N:7]=1)([CH3:3])[CH3:2]. Procedure: Isopropylamine (5 mL ) and 2-bromo-5,6-dichloro-1-(5-deoxy-2,3-diacetyl-beta-L-ribofuranosyl)-1H-benzimidazole (0.40 g, 0.86 mmol) were combined with absolute ethanol (20 mL) and stirred at 80° C. for 24 h. The reaction mixture was concentrated and purified by multiple cyclings on a chromatotron fitted with a 2 mm silica gel rotor, with 1:30 methanol:dichloromethane and 1:1 ethyl acetate:hexanes and 1:4 acetone:dichloromethane to give a white solid (0.18 g, 0.70, mmol, 60%); m.p. 103-105° C.; [α... Starting materials: ClC1=NNC2=CC=CC(=C12)[N+](=O)[O-] (3-chloro-4-nitro-1H-indazole), C([O-])([O-])=O.[K+].[K+] (potassium carbonate), Cl.ClCCN1CCCC1 (1-(2-chloro-ethyl)-pyrrolidine hydrochloride). Run in CN(C)C=O (DMF). Reaction conditions: temperature 50 celsius. Product: ClC1=NN(C2=CC=CC(=C12)[N+](=O)[O-])CCN1CCCC1 (3-chloro-4-nitro-1-(2-pyrrolidin-1-yl-ethyl)-1H-indazole). RXN SMILES: [Cl:1][C:2]1[C:10]2[C:5](=[CH:6][CH:7]=[CH:8][C:9]=2[N+:11]([O-:13])=[O:12])[NH:4][N:3]=1.C(=O)([O-])[O-].[K+].[K+].Cl.Cl[CH2:22][CH2:23][N:24]1[CH2:28][CH2:27][CH2:26][CH2:25]1>CN(C=O)C>[Cl:1][C:2]1[C:10]2[C:5](=[CH:6][CH:7]=[CH:8][C:9]=2[N+:11]([O-:13])=[O:12])[N:4]([CH2:22][CH2:23][N:24]2[CH2:28][CH2:27][CH2:26][CH2:25]2)[N:3]=1 |f:1.2.3,4.5|. Procedure: A mixture of 3-chloro-4-nitro-1H-indazole (0.550 g, 2.79 mmol) was treated with potassium carbonate (1.20 g 8.70 mmol) in DMF (10 mL) for 30 minutes, after which 1-(2-chloro-ethyl)-pyrrolidine hydrochloride (0.710 g, 4.20 mmol) was added. The mixture was heated to 50° C. for 6 hours, cooled to room temperature and filtered through a plug of silica gel which was rinsed with triethylamine/ethyl acetate (1/4). The combined filtrate was concentrated under reduced pressure and purified by flash chrom... Starting materials: N1CCCCC1 (Piperidine), ClCC(=O)C1=CNC2=NC=C(C=C21)NC(C2=C(C(=CC=C2F)NS(=O)(=O)CCC)F)=O (N-(3-(2-chloroacetyl)-1H-pyrrolo[2,3-b]pyridin-5-yl)-2,6-difluoro-3-(propylsulfonamido)benzamide). The solvent is CCO (EtOH). Run at temperature 60 celsius, time 1 hour. The product is FC1=C(C(=O)NC=2C=C3C(=NC2)NC=C3C(CN3CCCCC3)=O)C(=CC=C1NS(=O)(=O)CCC)F (2,6-difluoro-N-(3-(2-(piperidin-1-yl)acetyl)-1H-pyrrolo[2,3-b]pyridin-5-yl)-3-(propylsulfonamido)benzamide). Yield: 54.5%. As a reaction SMILES: [NH:1]1[CH2:6][CH2:5][CH2:4][CH2:3][CH2:2]1.Cl[CH2:8][C:9]([C:11]1[C:19]2[C:14](=[N:15][CH:16]=[C:17]([NH:20][C:21](=[O:37])[C:22]3[C:27]([F:28])=[CH:26][CH:25]=[C:24]([NH:29][S:30]([CH2:33][CH2:34][CH3:35])(=[O:32])=[O:31])[C:23]=3[F:36])[CH:18]=2)[NH:13][CH:12]=1)=[O:10]>CCO>[F:36][C:23]1[C:24]([NH:29][S:30]([CH2:33][CH2:34][CH3:35])(=[O:32])=[O:31])=[CH:25][CH:26]=[C:27]([F:28])[C:22]=1[C:21]([NH:20][C:17]1[CH:18]=[C:19]2[C:11]([C:9](=[O:10])[CH2:8][N:1]3[CH2:6][CH2:5][CH2:4][CH2:3][CH2:2]3)=[CH:12][NH:13][C:14]2=[N:15][CH:16]=1)=[O:37]. Procedure details: Piperidine (0.0105 mL, 0.106 mmol) was added to N-(3-(2-chloroacetyl)-1H-pyrrolo[2,3-b]pyridin-5-yl)-2,6-difluoro-3-(propylsulfonamido)benzamide (0.005 g, 0.0106 mmol) in EtOH (0.2 mL), which was stirred at 60° C. for 1 hour. The reaction mixture was cooled and concentrated under reduced pressure. The residue was purified via column chromatography (10% MeOH/EtOAc, to 30% MeOH (7N NH3/EtOAc). The pooled fractions were taken up in 10% MeOH/DCM and filtered to provide 2,6-difluoro-N-(3-(2-(piperidi... The reactants are CCCCCCCCCCC(Br)C(=O)O, CN(C)C=O, [H-], [Na+], Oc1ccccc1. Product: CCCCCCCCCCC(Oc1ccccc1)C(=O)O. RXN SMILES: [Br:1][CH:2]([C:3](=[O:4])[OH:5])[CH2:6][CH2:7][CH2:8][CH2:9][CH2:10][CH2:11][CH2:12][CH2:13][CH2:14][CH3:15].[CH3:25][N:26]([CH3:27])[CH:28]=[O:29].[H-:16].[Na+:17].[OH:18][c:19]1[cH:20][cH:21][cH:22][cH:23][cH:24]1>>[CH:2]([C:3](=[O:4])[OH:5])([CH2:6][CH2:7][CH2:8][CH2:9][CH2:10][CH2:11][CH2:12][CH2:13][CH2:14][CH3:15])[O:18][c:19]1[cH:20][cH:21][cH:22][cH:23][cH:24]1. The reactants are COC(CC=1C=C(C(=CC1)OC)C1=C(C=C(C=C1)C(F)(F)F)CNCC(C)(C)C)=O ({2′-[(2,2-dimethyl-propylamino)-methyl]-6-methoxy-4′-trifluoromethyl-biphenyl-3-yl}-acetic acid methyl ester), C(C)(=O)Cl (acetyl chloride). Yields the product COC(CC=1C=C(C(=CC1)OC)C1=C(C=C(C=C1)C(F)(F)F)CN(CC(C)(C)C)C(C)=O)=O ((2′-{[Acetyl-(2,2-dimethyl-propyl)-amino]-methyl}-6-methoxy-4′-trifluoromethyl-biphenyl-3-yl)-acetic acid methyl ester). As a reaction SMILES: [CH3:1][O:2][C:3](=[O:30])[CH2:4][C:5]1[CH:6]=[C:7]([C:13]2[CH:18]=[CH:17][C:16]([C:19]([F:22])([F:21])[F:20])=[CH:15][C:14]=2[CH2:23][NH:24][CH2:25][C:26]([CH3:29])([CH3:28])[CH3:27])[C:8]([O:11][CH3:12])=[CH:9][CH:10]=1.[C:31](Cl)(=[O:33])[CH3:32]>>[CH3:1][O:2][C:3](=[O:30])[CH2:4][C:5]1[CH:6]=[C:7]([C:13]2[CH:18]=[CH:17][C:16]([C:19]([F:21])([F:20])[F:22])=[CH:15][C:14]=2[CH2:23][N:24]([C:31](=[O:33])[CH3:32])[CH2:25][C:26]([CH3:27])([CH3:29])[CH3:28])[C:8]([O:11][CH3:12])=[CH:9][CH:10]=1. Reported procedure: Prepared according to the procedure described in Example 1, Step 6, using the following starting materials: {2′-[(2,2-dimethyl-propylamino)-methyl]-6-methoxy-4′-trifluoromethyl-biphenyl-3-yl}-acetic acid methyl ester and acetyl chloride. Reactants: C(C)(=O)NC=1N=C(SC1)Br (4-acetamido-2-bromo-thiazole), C(C)(=O)[O-].[Na+] (sodium acetate), [H][H] (hydrogen). Reagents/catalysts: [Pd] (palladium on carbon). Run in CO (methanol). Yields the product C(C)(=O)NC=1N=CSC1 (4-acetamidothiazole). Yield: 84.8%. As a reaction SMILES: [C:1]([NH:4][C:5]1[N:6]=[C:7](Br)[S:8][CH:9]=1)(=[O:3])[CH3:2].C([O-])(=O)C.[Na+].[H][H]>CO.[Pd]>[C:1]([NH:4][C:5]1[N:6]=[CH:7][S:8][CH:9]=1)(=[O:3])[CH3:2] |f:1.2|. Procedure: A solution of 4-acetamido-2-bromo-thiazole (22 g., 0.2 m) and sodium acetate (8.2 g, 0.1 m) in methanol (600 ml) was hydrogenated at room temperature and 1 atm. pressure oven 10% palladium on carbon (5 g) until the theoretical uptake of hydrogen had occurred (about 3 hours). The catalyst was removed by filtration and the filtrate evaporated to dryness under reduced pressure. The residue was extracted with carbon tetrachloride (200 ml) in a Soxlet apparatus. The extract was cooled and the crystal... Starting materials: Brc1cccc(Br)n1, C1CCOC1, CC(C)[Mg+], [Cl-], [Cl-], [NH4+], CON(C)C(=O)c1sc(NC(=O)c2ccncc2)nc1-c1ccco1. Yields the product O=C(Nc1nc(-c2ccco2)c(C(=O)c2cccc(Br)n2)s1)c1ccncc1. RXN SMILES: [Br:1][c:2]1[n:3][c:4]([Br:8])[cH:5][cH:6][cH:7]1.[CH2:41]1[O:42][CH2:43][CH2:44][CH2:45]1.[CH:10]([Mg+:11])([CH3:12])[CH3:13].[Cl-:39].[Cl-:9].[NH4+:40].[o:14]1[c:15](-[c:19]2[n:20][c:21]([NH:30][C:31](=[O:32])[c:33]3[cH:34][cH:35][n:36][cH:37][cH:38]3)[s:22][c:23]2[C:24]([N:25]([O:26][CH3:27])[CH3:28])=[O:29])[cH:16][cH:17][cH:18]1>>[c:2]1([C:24]([c:23]2[c:19](-[c:15]3[o:14][cH:18][cH:17][cH:16]3)[n:20][c:21]([NH:30][C:31](=[O:32])[c:33]3[cH:34][cH:35][n:36][cH:37][cH:38]3)[s:22]2)=[O:29])[n:3][c:4]([Br:8])[cH:5][cH:6][cH:7]1.